From a dataset of the Open Reaction Database (ORD), a public repository of structured organic reaction records. describe an organic reaction: reactants, conditions, products, and yield Starting materials: O[C@H](C)[C@@H]1[C@H]2[C@H](C(=C(N2C1=O)C(=O)OCC1=CC=C(C=C1)[N+](=O)[O-])S[C@H]1C[C@H](N(C1)C(=O)OCC1=CC=C(C=C1)[N+](=O)[O-])CN1C=NC=C1)C (4-nitrobenzyl (4R,5S,6S)-6-[(1R)-1-hydroxyethyl]-3-[(2S,4S)-2-(imidazol-1-yl)methyl-1-(4-nitrobenzyloxycarbonyl)pyrrolidin-4-yl]thio-4-methyl-7-oxo-1-azabicyclo[3.2.0]hept-2-ene-2-carboxylate), CI (methyl iodide). The solvent is O1CCCC1 (tetrahydrofuran). Reaction conditions: time 15 hour. The product is [I-].O[C@H](C)[C@@H]1[C@H]2[C@H](C(=C(N2C1=O)C(=O)OCC1=CC=C(C=C1)[N+](=O)[O-])S[C@H]1C[C@H](N(C1)C(=O)OCC1=CC=C(C=C1)[N+](=O)[O-])C[N+]1=CN(C=C1)C)C (4-nitrobenzyl (4R,5S,6S)-6-[(1R)-1-hydroxyethyl]-4-methyl-3-[(2S,4S)-2-(3-methyl-1-imidazolio)methyl-1-(4-nitrobenzyloxycarbonyl)pyrrolidin-4-yl]thio-7-oxo-1-azabicyclo[3.2.0]hept-2-ene-2-carboxylate iodide). As a reaction SMILES: [OH:1][C@@H:2]([C@H:4]1[C:10](=[O:11])[N:9]2[C@@H:5]1[C@@H:6]([CH3:50])[C:7]([S:25][C@@H:26]1[CH2:30][N:29]([C:31]([O:33][CH2:34][C:35]3[CH:40]=[CH:39][C:38]([N+:41]([O-:43])=[O:42])=[CH:37][CH:36]=3)=[O:32])[C@H:28]([CH2:44][N:45]3[CH:49]=[CH:48][N:47]=[CH:46]3)[CH2:27]1)=[C:8]2[C:12]([O:14][CH2:15][C:16]1[CH:21]=[CH:20][C:19]([N+:22]([O-:24])=[O:23])=[CH:18][CH:17]=1)=[O:13])[CH3:3].[CH3:51][I:52]>O1CCCC1>[I-:52].[OH:1][C@@H:2]([C@H:4]1[C:10](=[O:11])[N:9]2[C@@H:5]1[C@@H:6]([CH3:50])[C:7]([S:25][C@@H:26]1[CH2:30][N:29]([C:31]([O:33][CH2:34][C:35]3[CH:36]=[CH:37][C:38]([N+:41]([O-:43])=[O:42])=[CH:39][CH:40]=3)=[O:32])[C@H:28]([CH2:44][N+:45]3[CH:49]=[CH:48][N:47]([CH3:51])[CH:46]=3)[CH2:27]1)=[C:8]2[C:12]([O:14][CH2:15][C:16]1[CH:21]=[CH:20][C:19]([N+:22]([O-:24])=[O:23])=[CH:18][CH:17]=1)=[O:13])[CH3:3] |f:3.4|. Reported procedure: To a solution of 4-nitrobenzyl (4R,5S,6S)-6-[(1R)-1-hydroxyethyl]-3-[(2S,4S)-2-(imidazol-1-yl)methyl-1-(4-nitrobenzyloxycarbonyl)pyrrolidin-4-yl]thio-4-methyl-7-oxo-1-azabicyclo[3.2.0]hept-2-ene-2-carboxylate (0.61 g) in tetrahydrofuran (3 ml) was added methyl iodide (2 ml) and stirred at ambient temperature for 15 hours. The mixture was concentrated under reduced pressure to give crude 4-nitrobenzyl (4R,5S,6S)-6-[(1R)-1-hydroxyethyl]-4-methyl-3-[(2S,4S)-2-(3-methyl-1-imidazolio)methyl-1-(4-nitr...